From a dataset of the Open Reaction Database (ORD), a public repository of structured organic reaction records. describe an organic reaction: reactants, conditions, products, and yield Starting materials: ClC=1C=C2C(C(=CN(C2=C(C1F)F)C1CC1)C(=O)O)=O (6-chloro-1-cyclopropyl-7,8-difluoro-1,4-dihydro-4-oxo-3-quinolinecarboxylic acid), N1CCNCC1 (piperazine). Solvent: N1=CC=CC=C1 (pyridine). Product: ClC=1C=C2C(C(=CN(C2=C(C1N1CCNCC1)F)C1CC1)C(=O)O)=O (6-chloro-1-cyclopropyl-8-fluoro-1,4-dihydro-4-oxo-7-(1-piperazinyl)-3-quinolinecarboxylic acid). Yield: 84.1%. RXN SMILES: [Cl:1][C:2]1[CH:3]=[C:4]2[C:9](=[C:10]([F:13])[C:11]=1F)[N:8]([CH:14]1[CH2:16][CH2:15]1)[CH:7]=[C:6]([C:17]([OH:19])=[O:18])[C:5]2=[O:20].[NH:21]1[CH2:26][CH2:25][NH:24][CH2:23][CH2:22]1>N1C=CC=CC=1>[Cl:1][C:2]1[CH:3]=[C:4]2[C:9](=[C:10]([F:13])[C:11]=1[N:21]1[CH2:26][CH2:25][NH:24][CH2:23][CH2:22]1)[N:8]([CH:14]1[CH2:16][CH2:15]1)[CH:7]=[C:6]([C:17]([OH:19])=[O:18])[C:5]2=[O:20]. Procedure details: 12 g (40 mmol) of the product from Example A in 100 ml of pyridine are heated with 17.2 g (0.2 mole) of piperazine under reflux for 5 hours. The mixture i s concentrated in vacuo, the residue is stirred with 120 ml of water and the pH is adjusted to 5 with 2N hydrochloric acid. The precipitate is filtered off with suction, washed with water and methanol, boiled in 80 ml of methanol and dried. 12.3 g (84% of theory) 6-chloro-1-cyclopropyl-8-fluoro-1,4-dihydro-4-oxo-7-(1-piperazinyl)-3-quinolineca... Reactants: C(C1=CC=CC=C1)=O (Benzaldehyde), [C-]#N.[K+] (potassium cyanide), OS(=O)[O-].[Na+] (NaHSO3), CN (methylamine). Product: CNC(C#N)C1=CC=CC=C1 (2-(Methylamino)-2-phenylacetonitrile). Reaction SMILES: [CH:1](=O)[C:2]1[CH:7]=[CH:6][CH:5]=[CH:4][CH:3]=1.OS([O-])=O.[Na+].[CH3:14][NH2:15].[C-:16]#[N:17].[K+]>>[CH3:14][NH:15][CH:1]([C:2]1[CH:7]=[CH:6][CH:5]=[CH:4][CH:3]=1)[C:16]#[N:17] |f:1.2,4.5|. Reported procedure: Benzaldehyde (11 mmol) is added, with stirring, to a solution of NaHSO3 (12 mmol in 4 ml of water). When a white precipitate has formed, 28 ml of an aqueous 25% methylamine solution are added dropwise, and then 12 mmol of potassium cyanide are added at 0° C. The reaction mixture is stirred at room temperature until the reaction is complete. After conventional treatment, the title product is obtained in pure form. Reactants: CC(=O)c1ccc(F)c(Br)c1, Cc1ccccc1, ClCCl, OCCO, Cc1ccc(S(=O)(=O)O)cc1. Product: CC1(c2ccc(F)c(Br)c2)OCCO1. RXN SMILES: [Br:1][c:2]1[cH:3][c:4]([C:9]([CH3:10])=[O:11])[cH:5][cH:6][c:7]1[F:8].[CH3:30][c:31]1[cH:32][cH:33][cH:34][cH:35][cH:36]1.[Cl:27][CH2:28][Cl:29].[OH:12][CH2:13][CH2:14][OH:15].[c:16]1([CH3:17])[cH:18][cH:19][c:20]([S:21]([OH:22])(=[O:23])=[O:24])[cH:25][cH:26]1>>[Br:1][c:2]1[cH:3][c:4]([C:9]2([CH3:10])[O:11][CH2:14][CH2:13][O:12]2)[cH:5][cH:6][c:7]1[F:8].